This data is from the Open Reaction Database (ORD), a public repository of structured organic reaction records. The task is: describe an organic reaction: reactants, conditions, products, and yield The reactants are NC(=O)C=1C=C(C=CC1)C=1C(=NN(C1C)C1=CC=C(C=C1)CCNC(OC1=CC=CC=C1)=O)C (phenyl 2-(4-{4-[3-(aminocarbonyl)phenyl]-3,5-dimethyl-1H-pyrazol-1-yl}phenyl)ethylcarbamate), ClC1=CC=C(C=C1)S(=O)(=O)N (4-chlorobenzensulfonamide). The product is ClC1=CC=C(C=C1)S(=O)(=O)NC(=O)NCCC1=CC=C(C=C1)N1N=C(C(=C1C)C=1C=C(C(=O)N)C=CC1)C (3-[1-(4-{2-[({[(4-Chlorophenyl)sulfonyl]amino} carbonyl) amino]ethyl}phenyl)-3,5-dimethyl-1H-pyrazol-4-yl]benzamide). RXN SMILES: [NH2:1][C:2]([C:4]1[CH:5]=[C:6]([C:10]2[C:11]([CH3:34])=[N:12][N:13]([C:16]3[CH:21]=[CH:20][C:19]([CH2:22][CH2:23][NH:24][C:25](=[O:33])OC4C=CC=CC=4)=[CH:18][CH:17]=3)[C:14]=2[CH3:15])[CH:7]=[CH:8][CH:9]=1)=[O:3].[Cl:35][C:36]1[CH:41]=[CH:40][C:39]([S:42]([NH2:45])(=[O:44])=[O:43])=[CH:38][CH:37]=1>>[Cl:35][C:36]1[CH:37]=[CH:38][C:39]([S:42]([NH:45][C:25]([NH:24][CH2:23][CH2:22][C:19]2[CH:18]=[CH:17][C:16]([N:13]3[C:14]([CH3:15])=[C:10]([C:6]4[CH:5]=[C:4]([CH:9]=[CH:8][CH:7]=4)[C:2]([NH2:1])=[O:3])[C:11]([CH3:34])=[N:12]3)=[CH:21][CH:20]=2)=[O:33])(=[O:43])=[O:44])=[CH:40][CH:41]=1. Procedure details: The title compound was prepared according to the procedure described in step 1 of Example 42 from phenyl 2-(4-{4-[3-(aminocarbonyl)phenyl]-3,5-dimethyl-1H-pyrazol-1-yl}phenyl)ethylcarbamate (step 6 of example 72) and 4-chlorobenzensulfonamide: MS (ESI) m/z 552 [M+H]+, 550 [M−H]−, 1H-NMR (CDCl3) δ 7.92-7.80 (4H, m), 7.58-7.47 (4H, m), 7.29-7.18 (4H, m), 6.33 (1H, br.s), 3.47 (2H, t, J=6.1 Hz), 2.86 (2H, t, J=6.1 Hz), 2.23 (6H, s). Reactants: O=C([O-])[O-], CN(C)C=O, Cc1cc(Cl)cc(Cl)c1O, CCC(CC)c1ccc(Cl)c2nc(Cl)n(C)c12, [K+], [K+], O. The product is CCC(CC)c1ccc(Cl)c2nc(Oc3c(C)cc(Cl)cc3Cl)n(C)c12. RXN SMILES: [C:28](=[O:29])([O-:30])[O-:31].[CH3:34][N:35]([CH3:36])[CH:37]=[O:38].[Cl:18][c:19]1[c:20]([OH:27])[c:21]([CH3:26])[cH:22][c:23]([Cl:25])[cH:24]1.[Cl:1][c:2]1[n:3][c:4]2[c:5]([n:6]1[CH3:7])[c:8]([CH:13]([CH2:14][CH3:15])[CH2:16][CH3:17])[cH:9][cH:10][c:11]2[Cl:12].[K+:32].[K+:33].[OH2:39]>>[c:2]1([O:27][c:20]2[c:19]([Cl:18])[cH:24][c:23]([Cl:25])[cH:22][c:21]2[CH3:26])[n:3][c:4]2[c:5]([n:6]1[CH3:7])[c:8]([CH:13]([CH2:14][CH3:15])[CH2:16][CH3:17])[cH:9][cH:10][c:11]2[Cl:12]. Reactants: O=C([O-])[O-], CS(C)=O, ClCc1ccncc1, Cl, [I-], [K+], [K+], [K+], CCOC(=O)C(C(C)C)N1CCN(Cc2ccc(O)cc2)C1=O. Yields the product CCOC(=O)C(C(C)C)N1CCN(Cc2ccc(OCc3ccncc3)cc2)C1=O. RXN SMILES: [C:33](=[O:34])([O-:35])[O-:36].[CH3:41][S:42]([CH3:43])=[O:44].[Cl:25][CH2:26][c:27]1[cH:28][cH:29][n:30][cH:31][cH:32]1.[ClH:24].[I-:40].[K+:37].[K+:38].[K+:39].[OH:1][c:2]1[cH:3][cH:4][c:5]([CH2:6][N:7]2[C:8](=[O:21])[N:9]([CH:12]([C:13](=[O:14])[O:15][CH2:16][CH3:17])[CH:18]([CH3:19])[CH3:20])[CH2:10][CH2:11]2)[cH:22][cH:23]1>>[O:1]([c:2]1[cH:3][cH:4][c:5]([CH2:6][N:7]2[C:8](=[O:21])[N:9]([CH:12]([C:13](=[O:14])[O:15][CH2:16][CH3:17])[CH:18]([CH3:19])[CH3:20])[CH2:10][CH2:11]2)[cH:22][cH:23]1)[CH2:26][c:27]1[cH:28][cH:29][n:30][cH:31][cH:32]1. The reactants are OC1=CC=C(CN2C(=CC3=CC=CC=C23)CNC)C=C1 (1-(4-hydroxybenzyl)-2-(methylaminomethyl)indole), C(=O)(OC)C[C@H]1NC2=C(CN(C1=O)C)C=C(C=C2)C(=O)O ((2R)-2-[(carbomethoxy)methyl]-4-methyl-3-oxo-2,3,4,5-tetrahydro-1H-1,4-benzodiazepine-7-carboxylic acid), CN1C(=CC2=CC=CC=C12)CNC (1-methyl-2-(methylaminomethyl)indole), C[C@H]1NC2=C(CN(C1=O)C)C=C(C=C2)C(=O)O ((2R)-2,4-dimethyl-3-oxo-2,3,4,5-tetrahydro-1H-1,4-benzodiazepine-7-carboxylic acid). Yields the product OC1=CC=C(CN2C(=CC3=CC=CC=C23)CN(C(=O)C=2C=CC3=C(CN(C([C@H](N3)C)=O)C)C2)C)C=C1 ((2R)-N-[[1-(4-Hydroxybenzyl)-1H-indol-2-yl]methyl]-3-oxo-N,2,4-trimethyl-2,3,4,5-tetrahydro-1H-1,4benzodiazepine-7-carboxamide). The yield is 89.2%. Reaction SMILES: [OH:1][C:2]1[CH:20]=[CH:19][C:5]([CH2:6][N:7]2[C:15]3[C:10](=[CH:11][CH:12]=[CH:13][CH:14]=3)[CH:9]=[C:8]2[CH2:16][NH:17][CH3:18])=[CH:4][CH:3]=1.CN1C2C(=CC=CC=2)C=C1CNC.[CH3:34][C@@H:35]1[C:41](=[O:42])[N:40]([CH3:43])[CH2:39][C:38]2[CH:44]=[C:45]([C:48]([OH:50])=O)[CH:46]=[CH:47][C:37]=2[NH:36]1.C(C[C@@H]1C(=O)N(C)CC2C=C(C(O)=O)C=CC=2N1)(OC)=O>>[OH:1][C:2]1[CH:3]=[CH:4][C:5]([CH2:6][N:7]2[C:15]3[C:10](=[CH:11][CH:12]=[CH:13][CH:14]=3)[CH:9]=[C:8]2[CH2:16][N:17]([CH3:18])[C:48]([C:45]2[CH:46]=[CH:47][C:37]3[NH:36][C@H:35]([CH3:34])[C:41](=[O:42])[N:40]([CH3:43])[CH2:39][C:38]=3[CH:44]=2)=[O:50])=[CH:19][CH:20]=1. Procedure: According to the procedure of Example 1(a), except substituting 1-(4-hydroxybenzyl)-2-(methylaminomethyl)indole (0.40 g, 1.50 mmole) for the 1-methyl-2-(methylaminomethyl)indole, and substituting (2R)-2,4-dimethyl-3-oxo-2,3,4,5-tetrahydro-1H-1,4-benzodiazepine-7-carboxylic acid (0.32 g, 1.37 mmole) for the (2R)-2-[(carbomethoxy)methyl]-4-methyl-3-oxo-2,3,4,5-tetrahydro-1H-1,4-benzodiazepine-7-carboxylic acid, the title compound (0.59 g, 90%) was prepared as an off-white solid: MS (ES) m/e 483 (M... Starting materials: OC1=CC=C(C=C1)N1C(=CC2=CC(=CC=C12)OC)C1=CC=CC=C1 (1-(4-hydroxyphenyl)-5-methoxy-2-phenylindole), OC1=CC=C(C=C1)N1C(=CC2=CC(=CC=C12)OC(C1=CC=CC=C1)=O)C1=CC=CC=C1 (1-(4-hydroxyphenyl)-5-benzoyloxy-2-phenylindole). Product: C(C)N(CCOC1=CC=C(C=C1)N1C(=CC2=CC(=CC=C12)OC(C1=CC=CC=C1)=O)C1=CC=CC=C1)CC (1-{4-[2-(diethylamino)ethoxy]phenyl}-5-benzoyloxy-2-phenylindole). Reaction SMILES: OC1C=C[C:5]([N:8]2[C:16]3C(=CC(OC)=C[CH:15]=3)[CH:10]=[C:9]2C2C=CC=CC=2)=[CH:4]C=1.[OH:25][C:26]1[CH:31]=[CH:30][C:29]([N:32]2[C:40]3[C:35](=[CH:36][C:37]([O:41][C:42](=[O:49])[C:43]4[CH:48]=[CH:47][CH:46]=[CH:45][CH:44]=4)=[CH:38][CH:39]=3)[CH:34]=[C:33]2[C:50]2[CH:55]=[CH:54][CH:53]=[CH:52][CH:51]=2)=[CH:28][CH:27]=1>>[CH2:5]([N:8]([CH2:16][CH3:15])[CH2:9][CH2:10][O:25][C:26]1[CH:27]=[CH:28][C:29]([N:32]2[C:40]3[C:35](=[CH:36][C:37]([O:41][C:42](=[O:49])[C:43]4[CH:48]=[CH:47][CH:46]=[CH:45][CH:44]=4)=[CH:38][CH:39]=3)[CH:34]=[C:33]2[C:50]2[CH:51]=[CH:52][CH:53]=[CH:54][CH:55]=2)=[CH:30][CH:31]=1)[CH3:4]. Procedure details: Following a procedure similar to that described in Example 1E but substituting for 1-(4-hydroxyphenyl)-5-methoxy-2-phenylindole an equivalent amount of 1-(4-hydroxyphenyl)-5-benzoyloxy-2-phenylindole there can be obtained 1-{4-[2-(diethylamino)ethoxy]phenyl}-5-benzoyloxy-2-phenylindole. The reactants are I.CSC(NC1=C(C=CC=C1)N1CCOCC1)=NCCCC (2-methyl-3-(n-butyl)-1-(2-morpholinophenyl)-2-thiopseudourea hydroiodide), CN (methylamine). The solvent is C(C)O (ethanol). Conditions: time 21 day. The product is C(CCC)NC(=NC1=C(C=CC=C1)N1CCOCC1)NC (1-(n-butyl)-2-(2-morpholinophenyl)-3-methylguanidine). RXN SMILES: I.CS[C:4](=[N:18][CH2:19][CH2:20][CH2:21][CH3:22])[NH:5][C:6]1[CH:11]=[CH:10][CH:9]=[CH:8][C:7]=1[N:12]1[CH2:17][CH2:16][O:15][CH2:14][CH2:13]1.[CH3:23][NH2:24]>C(O)C>[CH2:19]([NH:18][C:4]([NH:24][CH3:23])=[N:5][C:6]1[CH:11]=[CH:10][CH:9]=[CH:8][C:7]=1[N:12]1[CH2:17][CH2:16][O:15][CH2:14][CH2:13]1)[CH2:20][CH2:21][CH3:22] |f:0.1|. Procedure: A mixture of 2-methyl-3-(n-butyl)-1-(2-morpholinophenyl)-2-thiopseudourea hydroiodide (4.0 g) and 33% methylamine in absolute ethanol solution (200 ml) was heated initially for 24 hours at 45° and then left at room temperature for 21 days to yield 1-(n-butyl)-2-(2-morpholinophenyl)-3-methylguanidine as an oil; a solution of which in methanol (25 ml) on treatment with fumaric acid (0.7 g) gave a colourless solid which was recrystallised from a 1:1 mixture of methanol and ether to give 1-(n-butyl)... Yields the product COc1ccc(CBr)cc1Cl. The reactants are O=C1CCC(=O)N1Br, COc1ccc(C)cc1Cl, CC(C)(C#N)N=NC(C)(C)C#N. RXN SMILES: [Br:11][N:12]1[C:13](=[O:14])[CH2:15][CH2:16][C:17]1=[O:18].[Cl:1][c:2]1[cH:3][c:4]([CH3:10])[cH:5][cH:6][c:7]1[O:8][CH3:9].[N:19]#[C:20][C:21]([N:22]=[N:23][C:24]([C:25]#[N:26])([CH3:27])[CH3:28])([CH3:29])[CH3:30]>>[Cl:1][c:2]1[cH:3][c:4]([CH2:10][Br:11])[cH:5][cH:6][c:7]1[O:8][CH3:9].